Task: describe an organic reaction: reactants, conditions, products, and yield. Dataset: the Open Reaction Database (ORD), a public repository of structured organic reaction records The reactants are C(#N)C=1C(=C(C(=O)Cl)C=CC1)C (3-cyano-2-methyl-benzoyl chloride), Cl (hydrochloric acid). Reagents/catalysts: [Cd].ClC1=CC=CC=C1.ClC1=CC=CC=C1 (bis-(p-chlorobenzene) cadmium). The solvent is C1=CC=CC=C1 (benzene), O (water). Reaction conditions: time 8 hour. The product is ClC1=CC=C(C(=O)C=2C(=C(C#N)C=CC2)C)C=C1 (3-p-chlorobenzoyl-2-methyl-benzonitrile). Reaction SMILES: [C:1]([C:3]1[C:4]([CH3:12])=[C:5]([CH:9]=[CH:10][CH:11]=1)[C:6](Cl)=[O:7])#[N:2].[ClH:13]>C1C=CC=CC=1.O.[Cd].ClC1C=CC=CC=1.ClC1C=CC=CC=1>[Cl:13][C:3]1[CH:4]=[CH:5][C:9]([C:6]([C:5]2[C:4]([CH3:12])=[C:3]([CH:11]=[CH:10][CH:9]=2)[C:1]#[N:2])=[O:7])=[CH:10][CH:11]=1 |f:4.5.6|. Procedure details: The said benzene solution was cooled to 5° C. and then a solution of 27.4 g of 3-cyano-2-methyl-benzoyl chloride in 85 cc of benzene was added thereto. The mixture was allowed to return to room temperature and was stirred overnight. The mixture was refluxed for 31/2 hours and after cooling, the mixture was added to a solution of 30 cc of hydrochloric acid in 600 cc of water. The mixture was extracted with ether and the combined ether phases were washed successively with 1 N hydrochloric acid, wa... The reactants are C(C)(C)(C)OC(=O)N(C1=CC2=C(N=C(S2)C=2C=CC(=NC2)CNC(OC(C)(C)C)=O)C=C1)C (tert-Butyl (5-{6-[(tert-butoxycarbonyl)(methyl)amino]-1,3-benzothiazol-2-yl}pyridin-2-yl)methylcarbamate), CNC1=CC=C(C=N1)C=1SC2=C(N1)C=CC(=C2)N (2-(6-methylaminopyridin-3-yl)benzothiazol-6-amine). The product is CNC1=CC2=C(N=C(S2)C=2C=NC(=CC2)NC)C=C1 (N-Methyl-2-(6-methylaminopyridin-3-yl)benzothiazol-6-amine). As a reaction SMILES: C(OC([N:8]([CH3:33])[C:9]1[CH:32]=[CH:31][C:12]2[N:13]=[C:14]([C:16]3[CH:17]=[CH:18][C:19](CNC(=O)OC(C)(C)C)=[N:20][CH:21]=3)[S:15][C:11]=2[CH:10]=1)=O)(C)(C)C.[CH3:34][NH:35]C1N=CC(C2SC3C=C(N)C=CC=3N=2)=CC=1>>[CH3:33][NH:8][C:9]1[CH:32]=[CH:31][C:12]2[N:13]=[C:14]([C:16]3[CH:21]=[N:20][C:19]([NH:35][CH3:34])=[CH:18][CH:17]=3)[S:15][C:11]=2[CH:10]=1. Reported procedure: tert-Butyl (5-{6-[(tert-butoxycarbonyl)(methyl)amino]-1,3-benzothiazol-2-yl}pyridin-2-yl)methylcarbamate (53 mg, 0.11 mmol) was reacted according to the procedure used for the preparation of 2-(6-methylaminopyridin-3-yl)benzothiazol-6-amine. This gave the title compound (20 mg) as a yellow solid. 1H NMR δ 8.56 (d, 1H) 7.91 (dd, 1H) 7.63 (d, 1H) 7.12 (br q, 1H) 7.00 (d, 1H) 6.75 (dd, 1H) 6.55 (d, 1H) 5.99 (br q, 1H) 2.84 (d, 3H) 2.73 (d, 3H); MS m/z (M+H) 271.